This data is from the Open Reaction Database (ORD), a public repository of structured organic reaction records. The task is: describe an organic reaction: reactants, conditions, products, and yield The reactants are ClCCl, Cl, O=C([O-])C[N+](=O)[O-], OCCSc1ccccc1. The product is O=C(C[N+](=O)[O-])OCCSc1ccccc1. RXN SMILES: [Cl:19][CH2:20][Cl:21].[ClH:11].[N+:12](=[O:13])([O-:14])[CH2:15][C:16](=[O:17])[O-:18].[c:1]1([S:7][CH2:8][CH2:9][OH:10])[cH:2][cH:3][cH:4][cH:5][cH:6]1>>[c:1]1([S:7][CH2:8][CH2:9][O:10][C:16]([CH2:15][N+:12](=[O:13])[O-:14])=[O:17])[cH:2][cH:3][cH:4][cH:5][cH:6]1. The reactants are ClC1=C(C(=CC(=C1)I)Cl)NC1=NC2=CC=NC=C2C2=C1C=CN=C2OC (N-(2,6-dichloro-4-iodophenyl)-10-methoxypyrido[4,3-c]-1,6-naphthyridin-6-amine), CN(C)C=O (DMF). Reagents/catalysts: [C-]#N.[Zn+2].[C-]#N (zinc cyanide), C=1C=CC(=CC1)[P](C=2C=CC=CC2)(C=3C=CC=CC3)[Pd]([P](C=4C=CC=CC4)(C=5C=CC=CC5)C=6C=CC=CC6)([P](C=7C=CC=CC7)(C=8C=CC=CC8)C=9C=CC=CC9)[P](C=1C=CC=CC1)(C=1C=CC=CC1)C=1C=CC=CC1 (Pd(Ph3P)4). The solvent is C(C)(=O)OCC (ethyl acetate). Conditions: temperature 80 celsius, time 2.5 hour. The product is ClC=1C=C(C#N)C=C(C1NC1=NC2=CC=NC=C2C2=C1C=CN=C2OC)Cl (3,5-Dichloro-4-[(10-methoxypyrido[4.3-c]-1,6-naphthyridin-6-yl)amino]benzonitrile). Reaction SMILES: [Cl:1][C:2]1[CH:7]=[C:6](I)[CH:5]=[C:4]([Cl:9])[C:3]=1[NH:10][C:11]1[C:20]2[CH:21]=[CH:22][N:23]=[C:24]([O:25][CH3:26])[C:19]=2[C:18]2[C:13](=[CH:14][CH:15]=[N:16][CH:17]=2)[N:12]=1.[CH3:27][N:28](C=O)C>C(OCC)(=O)C.[C-]#N.[Zn+2].[C-]#N.C1C=CC([P]([Pd]([P](C2C=CC=CC=2)(C2C=CC=CC=2)C2C=CC=CC=2)([P](C2C=CC=CC=2)(C2C=CC=CC=2)C2C=CC=CC=2)[P](C2C=CC=CC=2)(C2C=CC=CC=2)C2C=CC=CC=2)(C2C=CC=CC=2)C2C=CC=CC=2)=CC=1>[Cl:1][C:2]1[CH:7]=[C:6]([CH:5]=[C:4]([Cl:9])[C:3]=1[NH:10][C:11]1[C:20]2[CH:21]=[CH:22][N:23]=[C:24]([O:25][CH3:26])[C:19]=2[C:18]2[C:13](=[CH:14][CH:15]=[N:16][CH:17]=2)[N:12]=1)[C:27]#[N:28] |f:3.4.5,^1:46,48,67,86|. Reported procedure: To a solution of N-(2,6-dichloro-4-iodophenyl)-10-methoxypyrido[4,3-c]-1,6-naphthyridin-6-amine (Example 152, Step 1) (1.0 g, 2.01 mmol) in DMF (10 mL) was added zinc cyanide (283 mg, 2.41 mmol) and Pd(Ph3P)4 (465 mg, 0.402 mmol). The reaction was stirred at 80 ° C. for 2.5 h in a sealed tube. After cooling to room temperature, the reaction was diluted with ethyl acetate and washed with water followed by brine. The organic layer was dried with sodium sulfate, filtered and concentrated under redu... The reactants are CO, [H][H], O=[N+]([O-])c1ccc(CC2(O)CCNCC2)cc1. Product: Nc1ccc(CC2(O)CCNCC2)cc1. RXN SMILES: [CH3:20][OH:21].[H:18][H:19].[N+:1]([O-:2])(=[O:3])[c:4]1[cH:5][cH:6][c:7]([CH2:8][C:9]2([OH:15])[CH2:10][CH2:11][NH:12][CH2:13][CH2:14]2)[cH:16][cH:17]1>>[NH2:1][c:4]1[cH:5][cH:6][c:7]([CH2:8][C:9]2([OH:15])[CH2:10][CH2:11][NH:12][CH2:13][CH2:14]2)[cH:16][cH:17]1. Starting materials: C=CC(=O)OC, C=CC(=O)[O-], c1ccc(Pc2ccccc2)cc1. Yields the product COC(=O)CCP(c1ccccc1)c1ccccc1. Reaction SMILES: [C:1]([CH:2]=[CH2:3])(=[O:4])[O:5][CH3:6].[O-:20][C:21]([CH:22]=[CH2:23])=[O:24].[c:7]1([PH:13][c:14]2[cH:15][cH:16][cH:17][cH:18][cH:19]2)[cH:8][cH:9][cH:10][cH:11][cH:12]1>>[C:1]([CH2:2][CH2:3][P:13]([c:7]1[cH:8][cH:9][cH:10][cH:11][cH:12]1)[c:14]1[cH:15][cH:16][cH:17][cH:18][cH:19]1)(=[O:4])[O:5][CH3:6]. Reactants: NC1=NNC(=N1)SCC1=CC=CC=C1 (3-amino-5-benzylthio-1,2,4-triazole), CC(C(C)=O)C(C)=O (3-methyl-2,4-pentanedione). Solvent: C(C)(=O)O (acetic acid). The product is C(C1=CC=CC=C1)SC1=NN2C(N=C(C(=C2C)C)C)=N1 (2-benzylthio-5,6,7-trimethyl-1,2,4-triazolo[1,5-a]pyrimidine). Isolated yield 94.4%. RXN SMILES: [NH2:1][C:2]1[N:6]=[C:5]([S:7][CH2:8][C:9]2[CH:14]=[CH:13][CH:12]=[CH:11][CH:10]=2)[NH:4][N:3]=1.[CH3:15][CH:16]([C:20](=O)[CH3:21])[C:17](=O)[CH3:18]>C(O)(=O)C>[CH2:8]([S:7][C:5]1[N:6]=[C:2]2[N:1]=[C:17]([CH3:18])[C:16]([CH3:15])=[C:20]([CH3:21])[N:3]2[N:4]=1)[C:9]1[CH:10]=[CH:11][CH:12]=[CH:13][CH:14]=1. Procedure details: A solution of 51.6 g (0.250 mol) of 3-amino-5-benzylthio-1,2,4-triazole and 28.5 g (0.250 mol) of 3-methyl-2,4-pentanedione in 350 ml of glacial acetic acid was heated at reflux for 17 hours. Upo cooling to room temperature, the reaction mixture was poured onto ice. The pale yellow solid which separated was collected by filtration, washed with water and dried in vacuo to yield 67.1 g (94%) of the desired product as a pale yellow solid, m.p. 133.5°-135° C. The IR and 1H NMR spectra were consisten... Starting materials: C1CCOC1, CCCCOc1cc(C(=O)OC)cc(C(=O)OC)c1, CO, Cl, [Li+], [OH-], O. Yields the product CCCCOc1cc(C(=O)O)cc(C(=O)OC)c1. RXN SMILES: [CH2:23]1[O:24][CH2:25][CH2:26][CH2:27]1.[CH3:1][O:2][C:3]([c:4]1[cH:5][c:6]([C:7](=[O:8])[O:9][CH3:10])[cH:11][c:12]([O:14][CH2:15][CH2:16][CH2:17][CH3:18])[cH:13]1)=[O:19].[CH3:28][OH:29].[ClH:22].[Li+:20].[OH-:21].[OH2:30]>>[CH3:1][O:2][C:3]([c:4]1[cH:5][c:6]([C:7](=[O:8])[OH:9])[cH:11][c:12]([O:14][CH2:15][CH2:16][CH2:17][CH3:18])[cH:13]1)=[O:19].